This data is from the Open Reaction Database (ORD), a public repository of structured organic reaction records. The task is: describe an organic reaction: reactants, conditions, products, and yield Reactants: Cc1ccc(-n2cc3c(n2)CCNC3)nn1, CC#N, O=C(CCl)N1CCN(C2CCC2)CC1, Cl, [K+], [K+], O=C([O-])[O-]. The product is Cc1ccc(-n2cc3c(n2)CCN(CC(=O)N2CCN(C4CCC4)CC2)C3)nn1. RXN SMILES: [CH3:2][c:3]1[cH:4][cH:5][c:6](-[n:9]2[n:10][c:11]3[c:12]([cH:17]2)[CH2:13][NH:14][CH2:15][CH2:16]3)[n:7][n:8]1.[CH3:38][C:39]#[N:40].[Cl:18][CH2:19][C:20](=[O:21])[N:22]1[CH2:23][CH2:24][N:25]([CH:28]2[CH2:29][CH2:30][CH2:31]2)[CH2:26][CH2:27]1.[ClH:1].[K+:32].[K+:33].[O-:34][C:35]([O-:36])=[O:37]>>[CH3:2][c:3]1[cH:4][cH:5][c:6](-[n:9]2[n:10][c:11]3[c:12]([cH:17]2)[CH2:13][N:14]([CH2:19][C:20](=[O:21])[N:22]2[CH2:23][CH2:24][N:25]([CH:28]4[CH2:29][CH2:30][CH2:31]4)[CH2:26][CH2:27]2)[CH2:15][CH2:16]3)[n:7][n:8]1. Reactants: N[C@H]1CC[C@H](CC1)N1C(NCC1)=O (cis 1-(4-aminocyclohexyl)-2-imidazolidinone), C1(CC1)COC1=CC=C(OCC2OC2)C=C1 (p-(cyclopropylmethoxy)-phenoxymethyloxirane), C(\C=C\C(=O)O)(=O)O (fumaric acid). The solvent is C(C)(C)O (isopropanol). Reaction conditions: time 16 hour. Product: C(\C=C\C(=O)O)(=O)O.C1(CC1)COC1=CC=C(OCC(CN[C@H]2CC[C@H](CC2)N2C(NCC2)=O)O)C=C1.C1(CC1)COC1=CC=C(OCC(CN[C@H]2CC[C@H](CC2)N2C(NCC2)=O)O)C=C1 (cis-1-{4-[3-(p-cyclopropylmethoxyphenoxy)-2-hydroxypropylamino]-cyclohexyl}-2-imidazolidone hemifumarate). As a reaction SMILES: [NH2:1][C@@H:2]1[CH2:7][CH2:6][C@H:5]([N:8]2[CH2:12][CH2:11][NH:10][C:9]2=[O:13])[CH2:4][CH2:3]1.[CH:14]1([CH2:17][O:18][C:19]2[CH:29]=[CH:28][C:22]([O:23][CH2:24][CH:25]3[CH2:27][O:26]3)=[CH:21][CH:20]=2)[CH2:16][CH2:15]1.[C:30]([OH:37])(=[O:36])/[CH:31]=[CH:32]/[C:33]([OH:35])=[O:34]>C(O)(C)C>[C:30]([OH:37])(=[O:36])/[CH:31]=[CH:32]/[C:33]([OH:35])=[O:34].[CH:14]1([CH2:17][O:18][C:19]2[CH:29]=[CH:28][C:22]([O:23][CH2:24][CH:25]([OH:26])[CH2:27][NH:1][C@@H:2]3[CH2:3][CH2:4][C@H:5]([N:8]4[CH2:12][CH2:11][NH:10][C:9]4=[O:13])[CH2:6][CH2:7]3)=[CH:21][CH:20]=2)[CH2:16][CH2:15]1.[CH:14]1([CH2:17][O:18][C:19]2[CH:29]=[CH:28][C:22]([O:23][CH2:24][CH:25]([OH:26])[CH2:27][NH:1][C@@H:2]3[CH2:3][CH2:4][C@H:5]([N:8]4[CH2:12][CH2:11][NH:10][C:9]4=[O:13])[CH2:6][CH2:7]3)=[CH:21][CH:20]=2)[CH2:16][CH2:15]1 |f:4.5.6|. Procedure details: A solution of 3.7 g of cis 1-(4-aminocyclohexyl)-2-imidazolidinone and 4.7 g of p-(cyclopropylmethoxy)-phenoxymethyloxirane in 50 ml of isopropanol is stirred at reflux for 6 hours. After standing at room temperature 16 hours, the solution is treated with 1.17 g of fumaric acid and heated at reflux for 30 minutes. A solid precipitates, the reaction mixture is cooled to room temperature, the product is filtered off, washed with isopropanol, and dried in vacuo at 65° to yield cis-1-{4-[3-(p-cyclop... Starting materials: SC1=C(C=CC=C1)O (2-mercaptophenol), CC(=CCBr)C (3-methyl-2-butenylbromide), 16p, C11H14OS. Yields the product CC(=CCSC1=C(C=CC=C1)O)C (2-(3-methylbut-2-enylthio)phenol). Isolated yield 99.0%. As a reaction SMILES: [SH:1][C:2]1[CH:7]=[CH:6][CH:5]=[CH:4][C:3]=1[OH:8].[CH3:9][C:10]([CH3:14])=[CH:11][CH2:12]Br>>[CH3:9][C:10]([CH3:14])=[CH:11][CH2:12][S:1][C:2]1[CH:7]=[CH:6][CH:5]=[CH:4][C:3]=1[OH:8]. Procedure: This compound was prepared in 99% yield from 2-mercaptophenol and 3-methyl-2-butenylbromide according to the general procedure for 16p in Example VII. Colorless Oil; 1H NMR (CDCl3): δ 1.29 (s, 3H), 1.66 (s, 3H), 3.30 (d, J=8.00 Hz, 2H), 5.21-5.26 (m, 1H), 6.82 (s, 1H), 6.84 (dt, J=1.35 Hz, J=7.40 Hz, 1H), 6.96 (dd, J=1.10 Hz, J=8.25 Hz, 1H), 7.26 (dt, J=1.65 Hz, J=7.70 Hz, 1H), 7.43 (dd, J=1.95 Hz, J=7.70 Hz, 1H); 13C NMR (CDCl3): δ 17.25, 25.70, 34.79, 114.56, 118.66, 119.14, 120.53, 131.31, 13... Reactants: FC1=C(C(=O)C2=C(C=C(C=C2)C)F)C=CC(=C1)C (2,2'-difluoro-4,4'-dimethylbenzophenone), CN1N=NN=C1C (1,5-dimethyltetrazole), C(CCC)[Li] (butyl lithium), solution. The solvent is O1CCCC1 (tetrahydrofuran), O1CCCC1 (tetrahydrofuran). Reaction conditions: temperature -10 celsius, time 10 minute. Product: FC1=C(C=CC(=C1)C)C(CC1=NN=NN1C)(O)C1=C(C=C(C=C1)C)F (1,1-Bis(2-fluoro-4-methylphenyl)-2-(1-methyl-1H-tetrazol-5-yl)ethanol). As a reaction SMILES: [CH3:1][N:2]1[C:6]([CH3:7])=[N:5][N:4]=[N:3]1.C([Li])CCC.[F:13][C:14]1[CH:29]=[C:28]([CH3:30])[CH:27]=[CH:26][C:15]=1[C:16]([C:18]1[CH:23]=[CH:22][C:21]([CH3:24])=[CH:20][C:19]=1[F:25])=[O:17]>O1CCCC1>[F:13][C:14]1[CH:29]=[C:28]([CH3:30])[CH:27]=[CH:26][C:15]=1[C:16]([C:18]1[CH:23]=[CH:22][C:21]([CH3:24])=[CH:20][C:19]=1[F:25])([OH:17])[CH2:7][C:6]1[N:2]([CH3:1])[N:3]=[N:4][N:5]=1. Procedure: To a solution of 1,5-dimethyltetrazole (4.6 g, 4.7 mmoles) in tetrahydrofuran (40 mL) at -=° C. was added butyl lithium solution (21.4 mL of a 2.2M solution, 4.7 mmoles). After stirring for 10 minutes, a solution of 2,2'-difluoro-4,4'-dimethylbenzophenone in tetrahydrofuran (15 mL) was added. The solution was stirred for 2.5 hours during which time it was allowed to warm to -10° C. The reaction was quenched by adding 1N hydrochloric acid. The layers were separated and the aqueous layer was extra... Starting materials: C(=O)(O)[O-].[Na+] (NaHCO3), C(=O)=O (CO2), ice water, [N+](=O)(O)[O-] (nitric acid), C(C)(=O)OC(C)=O (acetic anhydride), OCCC1=C(N=C(S1)NC(C1=CN=CC=C1)=O)C (N-[5-(2-hydroxy-ethyl)-4-methyl-thiazol-2-yl]-nicotinamide). Reaction conditions: temperature -5 celsius. The product is CC=1N=C(SC1CCO[N+](=O)[O-])NC(C1=CN=CC=C1)=O (N-[4-Methyl-5-(2-nitrooxy-ethyl)-thiazol-2-yl]-nicotinamide). Reaction SMILES: [N+:1]([O-:4])([OH:3])=[O:2].C(OC(=O)C)(=O)C.O[CH2:13][CH2:14][C:15]1[S:19][C:18]([NH:20][C:21](=[O:28])[C:22]2[CH:27]=[CH:26][CH:25]=[N:24][CH:23]=2)=[N:17][C:16]=1[CH3:29].C([O-])(O)=O.[Na+].C(=O)=O>>[CH3:29][C:16]1[N:17]=[C:18]([NH:20][C:21](=[O:28])[C:22]2[CH:27]=[CH:26][CH:25]=[N:24][CH:23]=2)[S:19][C:15]=1[CH2:14][CH2:13][O:2][N+:1]([O-:4])=[O:3] |f:3.4|. Procedure details: 70% nitric acid (1.2 ml) was added to acetic anhydride (5 ml) while stirring and maintaining the temperature between 20–30° C. by external cooling. The mixture was cooled to −5° C. while stirring, followed by the addition of 1 gram of N-[5-(2-hydroxy-ethyl)-4-methyl-thiazol-2-yl]-nicotinamide. After 30 minutes at −5° C. the mixture was heated to 10° C. and stirred for one additional hour. The resulting mixture was poured into ice-water and stirred for 1 hour. Aliquots of NaHCO3 were added until ... Solvent: CO (methanol). The product is CC1=C(C=CC2=C1N=C(C=C2O[C@@H]3C[C@H]4C(=O)N[C@@]5(C[C@H]5/C=C\CCCCC[C@@H](C(=O)N4C3)CC(=O)N6CCCC(C6)(F)F)C(=O)[N-]S(=O)(=O)C7CC7)C8=NC(=CS8)C(C)C)OC.[Na+] (ACH-0142684.Na). Procedure: Compound 31 (1 equivalent) was dissolved in dichloromethane, cooled to 5° C. and trifluoroacetic acid (2-3 w/v) was added and stirred at room temperature for 4h. The reaction mixture was concentrated and the residue dissolved in dimethylfomamide and cooled to 5° C. before addition of diisopropylethyl amine (10 equivalents). TBTU (1.8 equivalents) was added followed by 3,3-difluoropiperidine hydrochloride (1.2 equivalents). The reaction was stirred until completion and added to 1M citric acid and... Starting materials: CC1=C(C=CC2=C1N=C(C=C2O[C@@H]3C[C@H]4C(=O)N[C@@]5(C[C@H]5/C=C\CCCCC[C@@H](C(=O)N4C3)CC(=O)N6CCCC(C6)(F)F)C(=O)NS(=O)(=O)C7CC7)C8=NC(=CS8)C(C)C)OC (ACH-0142684), [OH-].[Na+] (sodium hydroxide). Reaction SMILES: [CH3:1][C:2]1[C:7]2[N:8]=[C:9]([C:54]3[S:58][CH:57]=[C:56]([CH:59]([CH3:61])[CH3:60])[N:55]=3)[CH:10]=[C:11]([O:12][C@H:13]3[CH2:33][N:32]4[C@H:15]([C:16]([NH:18][C@@:19]5([C:45]([NH:47][S:48]([CH:51]6[CH2:53][CH2:52]6)(=[O:50])=[O:49])=[O:46])[C@H:21]([CH:22]=[CH:23][CH2:24][CH2:25][CH2:26][CH2:27][CH2:28][C@H:29]([CH2:34][C:35]([N:37]6[CH2:42][C:41]([F:44])([F:43])[CH2:40][CH2:39][CH2:38]6)=[O:36])[C:30]4=[O:31])[CH2:20]5)=[O:17])[CH2:14]3)[C:6]=2[CH:5]=[CH:4][C:3]=1[O:62][CH3:63].[OH-].[Na+:65]>CO>[CH3:1][C:2]1[C:7]2[N:8]=[C:9]([C:54]3[S:58][CH:57]=[C:56]([CH:59]([CH3:61])[CH3:60])[N:55]=3)[CH:10]=[C:11]([O:12][C@H:13]3[CH2:33][N:32]4[C@H:15]([C:16]([NH:18][C@@:19]5([C:45]([N-:47][S:48]([CH:51]6[CH2:52][CH2:53]6)(=[O:49])=[O:50])=[O:46])[C@H:21]([CH:22]=[CH:23][CH2:24][CH2:25][CH2:26][CH2:27][CH2:28][C@H:29]([CH2:34][C:35]([N:37]6[CH2:42][C:41]([F:44])([F:43])[CH2:40][CH2:39][CH2:38]6)=[O:36])[C:30]4=[O:31])[CH2:20]5)=[O:17])[CH2:14]3)[C:6]=2[CH:5]=[CH:4][C:3]=1[O:62][CH3:63].[Na+:65] |f:1.2,4.5|. Starting materials: CCO, COc1ccc(N=C=S)c(N2CCOCC2)c1, N. Yields the product COc1ccc(NC(N)=S)c(N2CCOCC2)c1. Reaction SMILES: [CH3:19][CH2:20][OH:21].[CH3:1][O:2][c:3]1[cH:4][c:5]([N:12]2[CH2:13][CH2:14][O:15][CH2:16][CH2:17]2)[c:6]([N:9]=[C:10]=[S:11])[cH:7][cH:8]1.[NH3:18]>>[CH3:1][O:2][c:3]1[cH:4][c:5]([N:12]2[CH2:13][CH2:14][O:15][CH2:16][CH2:17]2)[c:6]([NH:9][C:10](=[S:11])[NH2:18])[cH:7][cH:8]1. The reactants are aqueous solution, [Li+].[OH-] (LiOH), NC=1C(=NC(=NC1)Cl)C(=O)OCC (ethyl 5-amino-2-chloropyrimidine-4-carboxylate), Cl (HCl). Run in O (H2O), C1CCOC1 (THF). The product is NC=1C(=NC(=NC1)Cl)C(=O)O (5-amino-2-chloropyrimidine-4-carboxylic acid). RXN SMILES: [Li+].[OH-].[NH2:3][C:4]1[C:5]([C:11]([O:13]CC)=[O:12])=[N:6][C:7]([Cl:10])=[N:8][CH:9]=1.Cl>O.C1COCC1>[NH2:3][C:4]1[C:5]([C:11]([OH:13])=[O:12])=[N:6][C:7]([Cl:10])=[N:8][CH:9]=1 |f:0.1|. Procedure: A 0.5 M aqueous solution of LiOH (1.5 eq) was added to a stirring mixture of ethyl 5-amino-2-chloropyrimidine-4-carboxylate (1 eq) in H2O (0.1 M) and THF (0.1M). The reaction was maintained for 2 h at rt. 1.0 N HCl was added and the crude mixture was concentrated in vacuo to remove residual THF. The resulting solids were collected on a paper lined Buchner funnel and dried for 16 h under vacuum to give 5-amino-2-chloropyrimidine-4-carboxylic acid. LC/MS (m/z): 174.0 (MH+). HPLC: Rt: 1.148 min. As a reaction SMILES: [CH2:1]([CH3:2])[O:3][C:4]([CH:5]=[CH:6][CH2:7][CH:8]([CH2:9][CH2:10][CH:11]1[O:12][C:13]1([CH3:14])[CH3:15])[CH3:16])=[O:17].[CH3:18][CH2:19][O:20][C:21]([CH3:22])=[O:23]>>[CH2:1]([CH3:2])[O:3][C:4]([CH2:5][CH2:6][CH2:7][CH:8]([CH2:9][CH2:10][CH:11]1[O:12][C:13]1([CH3:14])[CH3:15])[CH3:16])=[O:17]. Starting materials: CCOC(=O)C=CCC(C)CCC1OC1(C)C, CCOC(C)=O. Product: CCOC(=O)CCCC(C)CCC1OC1(C)C.